This data is from the Open Reaction Database (ORD), a public repository of structured organic reaction records. The task is: describe an organic reaction: reactants, conditions, products, and yield Reactants: O=C([O-])[O-], CCOC(C)=O, COc1ccc2c(OCCn3nc(Cl)ccc3=O)ccnc2c1, [Na+], [Na+], [Na+], O=C([O-])O, C1COCCO1, OB(O)c1ccsc1. Product: COc1ccc2c(OCCn3nc(-c4ccsc4)ccc3=O)ccnc2c1. As a reaction SMILES: [C:32](=[O:33])([O-:34])[O-:35].[CH3:49][CH2:50][O:51][C:52]([CH3:53])=[O:54].[Cl:1][c:2]1[cH:3][cH:4][c:5](=[O:23])[n:6]([CH2:8][CH2:9][O:10][c:11]2[cH:12][cH:13][n:14][c:15]3[cH:16][c:17]([O:21][CH3:22])[cH:18][cH:19][c:20]23)[n:7]1.[Na+:36].[Na+:37].[Na+:48].[O-:44][C:45]([OH:46])=[O:47].[O:38]1[CH2:39][CH2:40][O:41][CH2:42][CH2:43]1.[s:24]1[cH:25][c:26]([B:29]([OH:30])[OH:31])[cH:27][cH:28]1>>[c:2]1(-[c:26]2[cH:25][s:24][cH:28][cH:27]2)[cH:3][cH:4][c:5](=[O:23])[n:6]([CH2:8][CH2:9][O:10][c:11]2[cH:12][cH:13][n:14][c:15]3[cH:16][c:17]([O:21][CH3:22])[cH:18][cH:19][c:20]23)[n:7]1. The reactants are COC(=O)C1(CCC1)NS(=O)(=O)C1=CN=C(S1)N (1-(2-amino-thiazole-5-sulfonylamino)-cyclobutanecarboxylic acid methyl ester), O[C@@H]1CC[C@H](CC1)C1=C2C(NC(C2=CC=C1)=O)=O ((trans-4-hydroxy-cyclohexyl)-isoindole-1,3-dione), C1(CCCCC1)N(C(NC=1SC(=CN1)S(=O)(=O)NCC(=O)O)=O)C1CCCCC1 ([2-(3,3-dicyclohexyl-ureido)-thiazole-5-sulfonylamino]-acetic acid), C1(CCCCC1)N[C@@H]1CC[C@H](CC1)OCCC (cyclohexyl-(trans-4-propoxy-cyclohexyl)-amine), BrCCC (1-bromopropane), C1(CCCC1)N(C(NC=1SC(=CN1)SCC(=O)O)=O)[C@@H]1CC[C@H](CC1)OC ({2-[3-cyclopentyl-3-(trans-4-methoxy-cyclohexyl)-ureido]-thiazol-5-ylsulfanyl}-acetic acid), C1(CCCCC1)=O (cyclohexanone). Yields the product C1(CCCCC1)N(C(NC=1SC(=CN1)S(=O)(=O)NC1(CCC1)C(=O)O)=O)[C@@H]1CC[C@H](CC1)OCCC (1-{2-[3-Cyclohexyl-3-(trans-4-propoxy-cyclohexyl)-ureido]-thiazole-5-sulfonylamino}-cyclobutanecarboxylic acid). Reaction SMILES: [CH:1]1([N:7]([CH:24]2[CH2:29][CH2:28][CH2:27][CH2:26][CH2:25]2)[C:8](=[O:23])[NH:9][C:10]2[S:11][C:12]([S:15]([NH:18][CH2:19][C:20]([OH:22])=[O:21])(=[O:17])=[O:16])=[CH:13][N:14]=2)[CH2:6][CH2:5][CH2:4][CH2:3][CH2:2]1.C1(N[C@H]2CC[C@H:40]([O:43]CCC)[CH2:39][CH2:38]2)CCCCC1.[CH:47]1(N([C@H]2CC[C@H](OC)CC2)C(=O)NC2SC(SCC(O)=O)=CN=2)[CH2:51]CC[CH2:48]1.O[C@H]1CC[C@H](C2C=CC=C3C=2C(=O)NC3=O)CC1.BrCCC.C1(=O)CCCCC1.COC(C1(NS(C2SC(N)=NC=2)(=O)=O)CCC1)=O>>[CH:24]1([N:7]([C@H:1]2[CH2:2][CH2:3][C@H:4]([O:43][CH2:40][CH2:39][CH3:38])[CH2:5][CH2:6]2)[C:8](=[O:23])[NH:9][C:10]2[S:11][C:12]([S:15]([NH:18][C:19]3([C:20]([OH:22])=[O:21])[CH2:51][CH2:47][CH2:48]3)(=[O:16])=[O:17])=[CH:13][N:14]=2)[CH2:29][CH2:28][CH2:27][CH2:26][CH2:25]1. Procedure details: Prepared in a similar manner to [2-(3,3-dicyclohexyl-ureido)-thiazole-5-sulfonylamino]-acetic acid via cyclohexyl-(trans-4-propoxy-cyclohexyl)-amine (prepared according to the procedure described for the synthesis of {2-[3-cyclopentyl-3-(trans-4-methoxy-cyclohexyl)-ureido]-thiazol-5-ylsulfanyl}-acetic acid (Step 1) using (trans-4-hydroxy-cyclohexyl)-isoindole-1,3-dione, 1-bromopropane and cyclohexanone) and 1-(2-amino-thiazole-5-sulfonylamino)-cyclobutanecarboxylic acid methyl ester to give the ...